Task: describe an organic reaction: reactants, conditions, products, and yield. Dataset: the Open Reaction Database (ORD), a public repository of structured organic reaction records Reactants: BrC1=C(C(=O)C(C(=O)OCC)=CNC2CC2)C(=C(C(=C1F)F)F)F (ethyl 2-(2-bromo-3,4,5,6-tetrafluoro-benzoyl)-3-cyclopropylamino-acrylate), [F-].[Na+] (sodium fluoride), O (water). Solvent: CN(C=O)C (dimethylformamide). The product is BrC1=C2C(C(=CN(C2=C(C(=C1F)F)F)C1CC1)C(=O)OCC)=O (Ethyl 5-bromo-1-cyclopropyl-6,7,8-trifluoro-1,4-dihydro-4-oxo-3-quinolinecarboxylate). As a reaction SMILES: [Br:1][C:2]1[C:20]([F:21])=[C:19]([F:22])[C:18]([F:23])=[C:17](F)[C:3]=1[C:4]([C:6](=[CH:12][NH:13][CH:14]1[CH2:16][CH2:15]1)[C:7]([O:9][CH2:10][CH3:11])=[O:8])=[O:5].[F-].[Na+].O>CN(C)C=O>[Br:1][C:2]1[C:20]([F:21])=[C:19]([F:22])[C:18]([F:23])=[C:17]2[C:3]=1[C:4](=[O:5])[C:6]([C:7]([O:9][CH2:10][CH3:11])=[O:8])=[CH:12][N:13]2[CH:14]1[CH2:16][CH2:15]1 |f:1.2|. Procedure details: 28 g (68 mmol) of ethyl 2-(2-bromo-3,4,5,6-tetrafluoro-benzoyl)-3-cyclopropylamino-acrylate are heated under reflux in 88 ml of dimethylformamide with 6.9 g (164 mmol) of sodium fluoride for 6 hours. After cooling, the mixture is poured into water and the precipitate (red) which has separated out is filtered off with suction, washed with a large quantity of water and dried at 80° C. in a circulating air cabinet. Starting materials: C(N)(=O)C1=NC=CC(=C1)OC1=C(C=C(C=C1)NC1=NC(=NC=C1C(=O)NC1=C(C=C(C=C1)F)F)S(=O)(=O)C)F (4-(4-(2-carbamoylpyridin-4-yloxy)-3-fluorophenylamino)-N-(2,4-difluorophenyl)-2-(methylsulfonyl)pyrimidine-5-carboxamide), N1CCOCC1 (morpholine). Run in C1CCOC1 (THF). Conditions: time 15 minute. The product is C(N)(=O)C1=NC=CC(=C1)OC1=C(C=C(C=C1)NC1=NC(=NC=C1C(=O)NC1=C(C=C(C=C1)F)F)N1CCOCC1)F (4-(4-(2-Carbamoylpyridin-4-yloxy)-3-fluorophenylamino)-N-(2,4-difluorophenyl)-2-morpholinopyrimidine-5-carboxamide). Yield: 74.8%. RXN SMILES: [C:1]([C:4]1[CH:9]=[C:8]([O:10][C:11]2[CH:16]=[CH:15][C:14]([NH:17][C:18]3[C:23]([C:24]([NH:26][C:27]4[CH:32]=[CH:31][C:30]([F:33])=[CH:29][C:28]=4[F:34])=[O:25])=[CH:22][N:21]=[C:20](S(C)(=O)=O)[N:19]=3)=[CH:13][C:12]=2[F:39])[CH:7]=[CH:6][N:5]=1)(=[O:3])[NH2:2].[NH:40]1[CH2:45][CH2:44][O:43][CH2:42][CH2:41]1>C1COCC1>[C:1]([C:4]1[CH:9]=[C:8]([O:10][C:11]2[CH:16]=[CH:15][C:14]([NH:17][C:18]3[C:23]([C:24]([NH:26][C:27]4[CH:32]=[CH:31][C:30]([F:33])=[CH:29][C:28]=4[F:34])=[O:25])=[CH:22][N:21]=[C:20]([N:40]4[CH2:45][CH2:44][O:43][CH2:42][CH2:41]4)[N:19]=3)=[CH:13][C:12]=2[F:39])[CH:7]=[CH:6][N:5]=1)(=[O:3])[NH2:2]. Procedure: To a suspension of 4-(4-(2-carbamoylpyridin-4-yloxy)-3-fluorophenylamino)-N-(2,4-difluorophenyl)-2-(methylsulfonyl)pyrimidine-5-carboxamide (75 mg, 0.13 mmol) in THF (4 mL) was added morpholine (100 mg, 1.1 mmol) and the reaction mixture was stirred 15 min. The solvent was removed in vacuo and the resulting solid was triturated in methanol/ether to give the desired product (55 mg, 75%) as a white solid. MS(ESI+) m/z 566 (M+H)+. The reactants are O=C([O-])[O-], CN(C)C=O, CCOC(C)=O, CCOC(=O)c1cn2nc(I)ccc2n1, [K+], [K+], Nc1cccc(O)c1, O. The product is CCOC(=O)c1cn2nc(Oc3cccc(N)c3)ccc2n1. RXN SMILES: [C:24](=[O:25])([O-:26])[O-:27].[CH3:30][N:31]([CH3:32])[CH:33]=[O:34].[CH3:36][CH2:37][O:38][C:39](=[O:40])[CH3:41].[I:1][c:2]1[cH:3][cH:4][c:5]2[n:6]([n:7]1)[cH:8][c:9]([C:11](=[O:12])[O:13][CH2:14][CH3:15])[n:10]2.[K+:28].[K+:29].[NH2:16][c:17]1[cH:18][cH:19][cH:20][c:21]([OH:22])[cH:23]1.[OH2:35]>>[c:2]1([O:22][c:21]2[cH:20][cH:19][cH:18][c:17]([NH2:16])[cH:23]2)[cH:3][cH:4][c:5]2[n:6]([n:7]1)[cH:8][c:9]([C:11](=[O:12])[O:13][CH2:14][CH3:15])[n:10]2. Reactants: ClC(Cl)(Cl)Cl, O=C(O)c1ccc2c(C(=O)O)cccc2c1, O=C(O)c1ccc2ccc(C(=O)O)cc2c1, O=C(O)c1ccc2cc(C(=O)O)ccc2c1. Product: O=C(O)c1ccc2ccccc2c1. Reaction SMILES: [C:1]([Cl:2])([Cl:3])([Cl:4])[Cl:5].[c:38]1([C:39]([OH:40])=[O:41])[c:42]2[c:43]([cH:44][c:45]([C:46]([OH:47])=[O:48])[cH:49][cH:50]2)[cH:51][cH:52][cH:53]1.[cH:22]1[c:23]2[c:24]([cH:25][cH:26][c:27]([C:28]([OH:29])=[O:30])[cH:31]2)[cH:32][cH:33][c:34]1[C:35]([OH:36])=[O:37].[cH:6]1[c:7]([C:19]([OH:20])=[O:21])[cH:8][cH:9][c:10]2[cH:11][c:12]([C:16](=[O:17])[OH:18])[cH:13][cH:14][c:15]12>>[cH:6]1[cH:7][cH:8][cH:9][c:10]2[cH:11][c:12]([C:16](=[O:17])[OH:18])[cH:13][cH:14][c:15]12. Starting materials: C(=O)NC=1SC=C(N1)C(C(=O)O)=NOCCNC(=O)OC(C)(C)C (2-(2-Formamidothiazol-4-yl)-2-(2-tert-butoxycarbonylaminoethoxyimino)acetic acid), P(=O)(Cl)(Cl)Cl (phosphoryl chloride), NC1[C@@H]2N(C(=C(CS2)CSC=2SC(=NN2)CNC(=O)OC(C)(C)C)C(=O)O)C1=O (7-amino-3-(5-tert-butoxycarbonylaminomethyl-1,3,4-thiadiazol-2-yl)thiomethyl-3-cephem-4-carboxylic acid), C[Si](C)(C)CC(=O)N (trimethylsilylacetamide), C[Si](C)(C)C(C(=O)N)[Si](C)(C)C (bis(trimethylsilyl)acetamide). Run in C(C)(=O)OCC (ethyl acetate), CN(C=O)C (N,N-dimethylformamide). The product is C(=O)NC=1SC=C(N1)C(C(=O)NC1[C@@H]2N(C(=C(CS2)CSC=2SC(=NN2)CNC(=O)OC(C)(C)C)C(=O)O)C1=O)=NOCCNC(=O)OC(C)(C)C (7-[2-(2-formamidothiazol-4-yl)-2-(2-tert-butoxycarbonylaminoethoxyimino)acetamido]-3-(5-tert-butoxycarbonylaminomethyl-1,3,4-thiadiazol-2-yl)thiomethyl-3-cephem-4-carboxylic acid). Isolated yield 89.6%. RXN SMILES: [CH:1]([NH:3][C:4]1[S:5][CH:6]=[C:7]([C:9](=[N:13][O:14][CH2:15][CH2:16][NH:17][C:18]([O:20][C:21]([CH3:24])([CH3:23])[CH3:22])=[O:19])[C:10]([OH:12])=O)[N:8]=1)=[O:2].P(Cl)(Cl)(Cl)=O.[NH2:30][CH:31]1[C:57](=[O:58])[N:33]2[C:34]([C:54]([OH:56])=[O:55])=[C:35]([CH2:38][S:39][C:40]3[S:41][C:42]([CH2:45][NH:46][C:47]([O:49][C:50]([CH3:53])([CH3:52])[CH3:51])=[O:48])=[N:43][N:44]=3)[CH2:36][S:37][C@H:32]12.C[Si](CC(N)=O)(C)C.C[Si](C([Si](C)(C)C)C(N)=O)(C)C>C(OCC)(=O)C.CN(C)C=O>[CH:1]([NH:3][C:4]1[S:5][CH:6]=[C:7]([C:9](=[N:13][O:14][CH2:15][CH2:16][NH:17][C:18]([O:20][C:21]([CH3:24])([CH3:23])[CH3:22])=[O:19])[C:10]([NH:30][CH:31]2[C:57](=[O:58])[N:33]3[C:34]([C:54]([OH:56])=[O:55])=[C:35]([CH2:38][S:39][C:40]4[S:41][C:42]([CH2:45][NH:46][C:47]([O:49][C:50]([CH3:53])([CH3:52])[CH3:51])=[O:48])=[N:43][N:44]=4)[CH2:36][S:37][C@H:32]23)=[O:12])[N:8]=1)=[O:2]. Procedure details: 2-(2-Formamidothiazol-4-yl)-2-(2-tert-butoxycarbonylaminoethoxyimino)acetic acid (syn isomer, 2 g.), N,N-dimethylformamide (0.45 g.), phosphoryl chloride (1.03 g.), 7-amino-3-(5-tert-butoxycarbonylaminomethyl-1,3,4-thiadiazol-2-yl)thiomethyl-3-cephem-4-carboxylic acid (2.6 g.), trimethylsilylacetamide (5.9 g.) and bis(trimethylsilyl)acetamide (3.4 g.) and ethyl acetate (50 ml.) were treated in a similar manner to that of Example 6-(1) to give 7-[2-(2-formamidothiazol-4-yl)-2-(2-tert-butoxycarbon... RXN SMILES: [SH:1][C:2]1[CH:7]=[CH:6][C:5]([OH:8])=[CH:4][CH:3]=1.C(=O)([O-])[O-].[K+].[K+].Br[CH2:16][CH:17]([O:20][CH3:21])[O:18][CH3:19].C(O)(=O)CC(CC(O)=O)(C(O)=O)O>CN(C=O)C>[CH3:19][O:18][CH:17]([O:20][CH3:21])[CH2:16][S:1][C:2]1[CH:7]=[CH:6][C:5]([OH:8])=[CH:4][CH:3]=1 |f:1.2.3|. Yields the product COC(CSC1=CC=C(C=C1)O)OC (4-((2,2-dimethoxyethyl)thio)phenol). The reactants are SC1=CC=C(C=C1)O (4-mercaptophenol), C([O-])([O-])=O.[K+].[K+] (potassium carbonate), BrCC(OC)OC (1-bromo-2,2-dimethoxyethane), C(CC(O)(C(=O)O)CC(=O)O)(=O)O (citric acid). Reported procedure: To a solution of 4-mercaptophenol (3.81 g) in DMF (80 ml) is added potassium carbonate (8.3 g) and 1-bromo-2,2-dimethoxyethane (3.55 g). The mixture is stirred at 70° under nitrogen for 2 hr, then cooled and poured into 0.1N citric acid (600 ml). The product is extracted with ether, and the ether extracts are concentrated and distilled in vacuo (140°-145°, 0.01 torr), to provide 4-((2,2-dimethoxyethyl)thio)phenol as a pale yellow viscous oil (5.21 g, 81%). The solvent is CN(C)C=O (DMF). Yield: 115.8%. Run at time 2 hour. Starting materials: CC(C)(C)c1cc(NC(=O)Nc2cccc(Oc3ncnc4ccc(I)cc34)c2)no1, O=C([O-])[O-], CCO, COCCOC, O=Cc1ccc(B(O)O)o1, [Na+], [Na+], Cl[Pd]Cl, c1ccc(P(c2ccccc2)c2ccccc2)cc1, c1ccc(P(c2ccccc2)c2ccccc2)cc1. The product is CC(C)(C)c1cc(NC(=O)Nc2cccc(Oc3ncnc4ccc(-c5ccc(C=O)o5)cc34)c2)no1. As a reaction SMILES: [C:1]([CH3:2])([CH3:3])([CH3:4])[c:5]1[cH:6][c:7]([NH:10][C:11](=[O:12])[NH:13][c:14]2[cH:15][c:16]([O:20][c:21]3[n:22][cH:23][n:24][c:25]4[cH:26][cH:27][c:28]([I:31])[cH:29][c:30]34)[cH:17][cH:18][cH:19]2)[n:8][o:9]1.[C:42](=[O:43])([O-:44])[O-:45].[CH3:48][CH2:49][OH:50].[CH3:51][O:52][CH2:53][CH2:54][O:55][CH3:56].[CH:32](=[O:33])[c:34]1[cH:35][cH:36][c:37]([B:39]([OH:40])[OH:41])[o:38]1.[Na+:46].[Na+:47].[Pd:57]([Cl:58])[Cl:59].[c:60]1([P:61]([c:62]2[cH:63][cH:64][cH:65][cH:66][cH:67]2)[c:68]2[cH:69][cH:70][cH:71][cH:72][cH:73]2)[cH:74][cH:75][cH:76][cH:77][cH:78]1.[c:79]1([P:80]([c:81]2[cH:82][cH:83][cH:84][cH:85][cH:86]2)[c:87]2[cH:88][cH:89][cH:90][cH:91][cH:92]2)[cH:93][cH:94][cH:95][cH:96][cH:97]1>>[C:1]([CH3:2])([CH3:3])([CH3:4])[c:5]1[cH:6][c:7]([NH:10][C:11](=[O:12])[NH:13][c:14]2[cH:15][c:16]([O:20][c:21]3[n:22][cH:23][n:24][c:25]4[cH:26][cH:27][c:28](-[c:37]5[cH:36][cH:35][c:34]([CH:32]=[O:33])[o:38]5)[cH:29][c:30]34)[cH:17][cH:18][cH:19]2)[n:8][o:9]1.